From a dataset of the Open Reaction Database (ORD), a public repository of structured organic reaction records. describe an organic reaction: reactants, conditions, products, and yield The reactants are NC1=C(C(=O)C2=CC=CC=C2)C=C(C=C1)Cl (2-amino-5-chlorobenzophenone), C(=O)(OC(C)(C)C)N[C@H](CC1=CC=CC=C1)C(=O)O (Boc-D-Phenylalanine), C1CCC(CC1)N=C=NC2CCCCC2 (DCC). The solvent is C(Cl)Cl (CH2Cl2). Conditions: time 5 day. The product is ClC=1C=CC2=C(C(=N[C@@H](C(N2)=O)CC2=CC=CC=C2)C2=CC=CC=C2)C1 (7-Chloro-1,3-dihydro-3(R)-benzyl-5-phenyl-2H-1,4-benzodiazepin-2-one). RXN SMILES: [NH2:1][C:2]1[CH:15]=[CH:14][C:13]([Cl:16])=[CH:12][C:3]=1[C:4]([C:6]1[CH:11]=[CH:10][CH:9]=[CH:8][CH:7]=1)=O.C([NH:24][C@@H:25]([C:33](O)=[O:34])[CH2:26][C:27]1[CH:32]=[CH:31][CH:30]=[CH:29][CH:28]=1)(OC(C)(C)C)=O.C1CCC(N=C=NC2CCCCC2)CC1>C(Cl)Cl>[Cl:16][C:13]1[CH:14]=[CH:15][C:2]2[NH:1][C:33](=[O:34])[C@@H:25]([CH2:26][C:27]3[CH:32]=[CH:31][CH:30]=[CH:29][CH:28]=3)[N:24]=[C:4]([C:6]3[CH:11]=[CH:10][CH:9]=[CH:8][CH:7]=3)[C:3]=2[CH:12]=1. Procedure: The procedure of Example 1 was carried out using 2-amino-5-chlorobenzophenone (2.32 gm, 0.01 mol), Boc-D-Phenylalanine (2.65 gm, 0.01 mol), and DCC (10 ml of 1.0 M solution in CH2Cl2) in CH2Cl2 (10 ml). After filtration and evaporation, the crude solid was deprotected and cyclized by the procedure of Example 2. After stirring 5 days, the mixture was evaporated in vacuo, treated with H2O (50 ml), and extracted with EtoAc (2×100 ml). The combined organic extracts were washed with brine (50 ml), dr... Reactants: CCCc1nc(CC)c(Br)c(=O)n1Cc1ccc(-c2ccccc2C#N)cc1, CS(C)=O, CCOC(C)=O, Oc1cc(F)ccc1F, [K+], [OH-]. Yields the product CCCc1nc(CC)c(Oc2cc(F)ccc2F)c(=O)n1Cc1ccc(-c2ccccc2C#N)cc1. RXN SMILES: [Br:1][c:2]1[c:3]([CH2:27][CH3:28])[n:4][c:5]([CH2:24][CH2:25][CH3:26])[n:6]([CH2:9][c:10]2[cH:11][cH:12][c:13](-[c:16]3[c:17]([C:22]#[N:23])[cH:18][cH:19][cH:20][cH:21]3)[cH:14][cH:15]2)[c:7]1=[O:8].[CH3:40][S:41](=[O:42])[CH3:43].[CH3:44][CH2:45][O:46][C:47](=[O:48])[CH3:49].[F:29][c:30]1[c:31]([OH:37])[cH:32][c:33]([F:36])[cH:34][cH:35]1.[K+:39].[OH-:38]>>[c:2]1([O:37][c:31]2[c:30]([F:29])[cH:35][cH:34][c:33]([F:36])[cH:32]2)[c:3]([CH2:27][CH3:28])[n:4][c:5]([CH2:24][CH2:25][CH3:26])[n:6]([CH2:9][c:10]2[cH:11][cH:12][c:13](-[c:16]3[c:17]([C:22]#[N:23])[cH:18][cH:19][cH:20][cH:21]3)[cH:14][cH:15]2)[c:7]1=[O:8]. Starting materials: C(C)(=O)C1=CC=C(C(=C1NC(=O)C=1N=C(SC1)C(F)(F)F)Cl)OC (N-(6-acetyl-2-chloro-3-methoxyphenyl)-2-(trifluoromethyl)thiazole-4-carboxamide), ClC=1C(=CC=C2C(=CC(=NC12)C=1SC=C(N1)C#C)O)OC (8-chloro-7-methoxy-2-(4-ethynylthiazol-2-yl)quinolin-4-ol). The product is ClC=1C(=CC=C2C(=CC(=NC12)C=1N=C(SC1)C(F)(F)F)O)OC (8-chloro-2-(2-(trifluoromethyl)thiazol-4-yl)-7-methoxyquinolin-4-ol). Yield: 26.0%. Reaction SMILES: [C:1]([C:4]1[C:9]([NH:10][C:11]([C:13]2[N:14]=[C:15]([C:18]([F:21])([F:20])[F:19])[S:16][CH:17]=2)=O)=[C:8]([Cl:22])[C:7]([O:23][CH3:24])=[CH:6][CH:5]=1)(=[O:3])[CH3:2].ClC1C(OC)=CC=C2C=1N=C(C1SC=C(C#C)N=1)C=C2O>>[Cl:22][C:8]1[C:7]([O:23][CH3:24])=[CH:6][CH:5]=[C:4]2[C:9]=1[N:10]=[C:11]([C:13]1[N:14]=[C:15]([C:18]([F:21])([F:20])[F:19])[S:16][CH:17]=1)[CH:2]=[C:1]2[OH:3]. Procedure: Compound 255a (white solid) was synthesized from compound 254a (1 g, 1 eq.) in 26% yield, following the procedure as described for compound 209a. 1H NMR (CDCl3, 400 MHz): δ (ppm) 4.07 (s, 3H), 6.78 (s, 1H), 7.09 (d, J=9.13 Hz, 1H), 8.14 (s, 1H), 8.30 (d, J=9.13 Hz, 1H), 9.93 (s, 1H); 19F NMR (CDCl3, 376 MHz): δ (ppm) −61.14 (s, 3F); MS (ESI, EI+): m/z=360.91 (MH+). Reactants: BrC=1C=C(C(=CC1)OC)O (4-bromoguaiacol), C(C)(C)(C)OC(=O)N1CC2OC2C1 (6-oxa-3-aza-bicyclo[3.1.0]hexane-3-carboxylic acid tert-butyl ester), C([O-])([O-])=O.[Cs+].[Cs+] (cesium carbonate). Reagents/catalysts: C1COCCOCCOCCOCCOCCO1 (18-crown-6). Solvent: C(C)O (ethanol). Yields the product C(C)(C)(C)OC(=O)N1C[C@H]([C@@H](C1)O)OC1=C(C=C(C=C1)Br)OC ((±)-trans-3-(4-Bromo-2-methoxy-phenoxy)-4-hydroxy-pyrrolidine-1-carboxylic acid tert-butyl ester). Isolated yield 68.4%. RXN SMILES: [Br:1][C:2]1[CH:3]=[C:4]([OH:10])[C:5]([O:8][CH3:9])=[CH:6][CH:7]=1.[C:11]([O:15][C:16]([N:18]1[CH2:23]C2[CH:20]([O:21]2)[CH2:19]1)=[O:17])([CH3:14])([CH3:13])[CH3:12].[C:24](=O)([O-])[O-].[Cs+].[Cs+]>C(O)C.C1OCCOCCOCCOCCOCCOC1>[C:11]([O:15][C:16]([N:18]1[CH2:19][C@@H:20]([OH:21])[C@H:9]([O:8][C:5]2[CH:6]=[CH:7][C:2]([Br:1])=[CH:3][C:4]=2[O:10][CH3:24])[CH2:23]1)=[O:17])([CH3:14])([CH3:13])[CH3:12] |f:2.3.4|. Procedure: Suspend 4-bromoguaiacol (1.19 g, 5.72 mmol) and 6-oxa-3-aza-bicyclo[3.1.0]hexane-3-carboxylic acid tert-butyl ester (prepared according to Syn. Comm. V26, Is8, p 1499, 1996) (530 mg, 2.86 mmol) in ethanol (6 mL) and add cesium carbonate (2.33 g, 7.15 mmol) and 18-crown-6 (5 mg). Heat the reaction mixture at reflux temperature for four days. Filter the mixture and evaporate the filtrate. Purify by silica gel chromatography, eluting with 0-65% EtOAc in hexanes to give 760 mg (69%) of the title com... The reactants are [N+](=O)([O-])C1=CC(=NC=C1)N1CCN(CC1)C1=CC=C(C=C1)NS(=O)(=O)C (N-{4-[4-(4-nitropyrid-2-yl)piperazin-1-yl]phenyl}methanesulphonamide), [H][H] (hydrogen). The reagents and catalysts are [Pd] (palladium on carbon). Run in CO (methanol). The product is NC1=CC(=NC=C1)N1CCN(CC1)C1=CC=C(C=C1)NS(=O)(=O)C (N-{4-[4-(4-Aminopyrid-2-yl)piperazin-1-yl]phenyl}methanesulphonamide). Isolated yield 59.7%. As a reaction SMILES: [N+:1]([C:4]1[CH:9]=[CH:8][N:7]=[C:6]([N:10]2[CH2:15][CH2:14][N:13]([C:16]3[CH:21]=[CH:20][C:19]([NH:22][S:23]([CH3:26])(=[O:25])=[O:24])=[CH:18][CH:17]=3)[CH2:12][CH2:11]2)[CH:5]=1)([O-])=O.[H][H]>CO.[Pd]>[NH2:1][C:4]1[CH:9]=[CH:8][N:7]=[C:6]([N:10]2[CH2:11][CH2:12][N:13]([C:16]3[CH:17]=[CH:18][C:19]([NH:22][S:23]([CH3:26])(=[O:25])=[O:24])=[CH:20][CH:21]=3)[CH2:14][CH2:15]2)[CH:5]=1. Reported procedure: A solution of N-{4-[4-(4-nitropyrid-2-yl)piperazin-1-yl]phenyl}methanesulphonamide (100 mg) in methanol (40 ml) was hydrogenated at 3 bar and 22° C. in the presence of 5% palladium on carbon (20 mg) until no more hydrogen was taken up. The catalyst was filtered off and the filtrate was evaporated. The residue was crystallised from aqueous methanol to give the title compound (55 mg), m.p. 225°-227° C. Found: C,55.50; H,6.04; N,19.66. C16H21N5O2S requires: C,55.31; H,6.09; N,20.16%. Starting materials: O=C(Cl)c1ccncc1, ClCCl, Cl, Nc1ccc(-c2csc3c(=O)cc(N4CCOCC4)oc23)cc1, c1ccncc1. Product: O=C(Nc1ccc(-c2csc3c(=O)cc(N4CCOCC4)oc23)cc1)c1cccnc1. Reaction SMILES: [C:31]([Cl:32])([c:33]1[cH:34][cH:35][n:36][cH:37][cH:39]1)=[O:38].[Cl:40][CH2:41][Cl:42].[ClH:30].[NH2:1][c:2]1[cH:3][cH:4][c:5](-[c:8]2[cH:9][s:10][c:11]3[c:12]2[o:13][c:14]([N:18]2[CH2:19][CH2:20][O:21][CH2:22][CH2:23]2)[cH:15][c:16]3=[O:17])[cH:6][cH:7]1.[cH:24]1[cH:25][cH:26][n:27][cH:28][cH:29]1>>[NH:1]([c:2]1[cH:3][cH:4][c:5](-[c:8]2[cH:9][s:10][c:11]3[c:12]2[o:13][c:14]([N:18]2[CH2:19][CH2:20][O:21][CH2:22][CH2:23]2)[cH:15][c:16]3=[O:17])[cH:6][cH:7]1)[C:31]([c:25]1[cH:24][cH:29][cH:28][n:27][cH:26]1)=[O:38]. The reactants are C1(CC1)C1=C(C(=NO1)C1=C(C=CC=C1)OC(F)(F)F)CO ((5-cyclopropyl-3-(2-trifluormethoxy-phenyl)-isoxazol-4-yl)-methanol), P(Br)(Br)Br (PBr3), ice water. Run in C(Cl)Cl (methylene chloride). Reaction conditions: time 3 hour. Product: BrCC=1C(=NOC1C1CC1)C1=C(C=CC=C1)OC(F)(F)F (4-Bromomethyl-5-cyclopropyl-3-(2-trifluoromethoxy-phenyl)-isoxazole). Yield: 79.2%. Reaction SMILES: [CH:1]1([C:4]2[O:8][N:7]=[C:6]([C:9]3[CH:14]=[CH:13][CH:12]=[CH:11][C:10]=3[O:15][C:16]([F:19])([F:18])[F:17])[C:5]=2[CH2:20]O)[CH2:3][CH2:2]1.P(Br)(Br)[Br:23]>C(Cl)Cl>[Br:23][CH2:20][C:5]1[C:6]([C:9]2[CH:14]=[CH:13][CH:12]=[CH:11][C:10]=2[O:15][C:16]([F:19])([F:18])[F:17])=[N:7][O:8][C:4]=1[CH:1]1[CH2:3][CH2:2]1. Reported procedure: To a solution of (5-cyclopropyl-3-(2-trifluormethoxy-phenyl)-isoxazol-4-yl)-methanol (2.19 g, 7.32 mmol) in anhydrous methylene chloride (50 mL) at 0° C. is added PBr3 (0.83 mL, 8.7 mmol) and the mixture is stirred for 3 hours. The mixture is then poured into 100 mL of ice water and extracted with DCM (2×). The combined DCM layers are washed with brine, dried (MgSO4) and concentrated under reduced pressure to provide crude residue. The residue is purified via flash chromatography (120 g silica) ... Reactants: CCCNC(=O)c1ccc(CNc2c(Cl)ccc3c2CCN(C(=O)OC(C)(C)C)CC3)cc1F, C1COCCO1. Yields the product CCCNC(=O)c1ccc(CNc2c(Cl)ccc3c2CCNCC3)cc1F. Reaction SMILES: [C:1]([O:2][C:3](=[O:4])[N:8]1[CH2:9][CH2:10][c:11]2[c:12]([c:15]([NH:20][CH2:21][c:22]3[cH:23][c:24]([F:34])[c:25]([C:28]([NH:29][CH2:30][CH2:31][CH3:32])=[O:33])[cH:26][cH:27]3)[c:16]([Cl:19])[cH:17][cH:18]2)[CH2:13][CH2:14]1)([CH3:5])([CH3:6])[CH3:7].[CH2:35]1[O:36][CH2:37][CH2:38][O:39][CH2:40]1>>[NH:8]1[CH2:9][CH2:10][c:11]2[c:12]([c:15]([NH:20][CH2:21][c:22]3[cH:23][c:24]([F:34])[c:25]([C:28]([NH:29][CH2:30][CH2:31][CH3:32])=[O:33])[cH:26][cH:27]3)[c:16]([Cl:19])[cH:17][cH:18]2)[CH2:13][CH2:14]1. The reactants are BrC=1C=C2C(=NC1)OC1=CC=C(C=C1[C@]21N=C(OC1)N)C=1C(=NC=CC1)F ((S)-3-bromo-7-(2-fluoropyridin-3-yl)-5′H-spiro[chromeno[2,3-b]pyridine-5,4′-oxazol]-2′-amine), CC(C#C)(C)C (3,3-dimethylbut-1-yne), C1CCOC1 (THF), CN(C)C=O (DMF). The reagents and catalysts are C=1C=CC(=CC1)[P](C=2C=CC=CC2)(C=3C=CC=CC3)[Pd]([P](C=4C=CC=CC4)(C=5C=CC=CC5)C=6C=CC=CC6)([P](C=7C=CC=CC7)(C=8C=CC=CC8)C=9C=CC=CC9)[P](C=1C=CC=CC1)(C=1C=CC=CC1)C=1C=CC=CC1 (tetrakis(triphenylphosphine)palladium), [Cu]I (copper(i) iodide). The solvent is O (water), CCOC(=O)C (EtOAc). Reaction conditions: temperature 110 celsius. Product: CC(C#CC=1C=C2C(=NC1)OC1=CC=C(C=C1[C@]21N=C(OC1)N)C=1C(=NC=CC1)F)(C)C ((S)-3-(3,3-dimethylbut-1-ynyl)-7-(2-fluoropyridin-3-yl)-5′H-spiro[chromeno[2,3-b]pyridine-5,4′-oxazol]-2′-amine). RXN SMILES: Br[C:2]1[CH:3]=[C:4]2[C@:15]3([CH2:19][O:18][C:17]([NH2:20])=[N:16]3)[C:14]3[C:9](=[CH:10][CH:11]=[C:12]([C:21]4[C:22]([F:27])=[N:23][CH:24]=[CH:25][CH:26]=4)[CH:13]=3)[O:8][C:5]2=[N:6][CH:7]=1.C1COCC1.CN(C=O)C.[CH3:38][C:39]([CH3:43])([CH3:42])[C:40]#[CH:41]>C1C=CC([P]([Pd]([P](C2C=CC=CC=2)(C2C=CC=CC=2)C2C=CC=CC=2)([P](C2C=CC=CC=2)(C2C=CC=CC=2)C2C=CC=CC=2)[P](C2C=CC=CC=2)(C2C=CC=CC=2)C2C=CC=CC=2)(C2C=CC=CC=2)C2C=CC=CC=2)=CC=1.[Cu]I.CCOC(C)=O.O>[CH3:38][C:39]([CH3:43])([CH3:42])[C:40]#[C:41][C:2]1[CH:3]=[C:4]2[C@:15]3([CH2:19][O:18][C:17]([NH2:20])=[N:16]3)[C:14]3[C:9](=[CH:10][CH:11]=[C:12]([C:21]4[C:22]([F:27])=[N:23][CH:24]=[CH:25][CH:26]=4)[CH:13]=3)[O:8][C:5]2=[N:6][CH:7]=1 |^1:47,49,68,87|. Procedure details: Combined (S)-3-bromo-7-(2-fluoropyridin-3-yl)-5′H-spiro[chromeno[2,3-b]pyridine-5,4′-oxazol]-2′-amine (80 mg, 0.187 mmol), tetrakis(triphenylphosphine)palladium (21.64 mg, 0.019 mmol), copper(i) iodide (3.57 mg, 0.019 mmol) and THF (749 μL, 0.187 mmol) and DMF (749 μL, 0.187 mmol) in a reaction tube. Added DIPA (525 μL, 3.75 mmol) then 3,3-dimethylbut-1-yne (115 μL, 0.936 mmol) and flushed the reaction tube with argon. Sealed and heated at 110° C. for 3 hours. The mixture was partioned between w... The reactants are O (Water), ClC=1C(=NC=C(N1)Cl)C#N (3,5-dichloropyrazine-2-carbonitrile), Cl.N[C@H](C)C(=O)N (D-alaninamide hydrochloride), CCN(C(C)C)C(C)C (DIEA). Solvent: CCOC(=O)C (EtOAc), CN1CCCC1=O (NMP). Yields the product ClC1=C(N=CC(=N1)N[C@@H](C(=O)N)C)C#N ((R)-2-(6-chloro-5-cyanopyrazin-2-ylamino)propanamide). The yield is 100.2%. RXN SMILES: [Cl:1][C:2]1[C:3]([C:9]#[N:10])=[N:4][CH:5]=[C:6](Cl)[N:7]=1.Cl.[NH2:12][C@@H:13]([C:15]([NH2:17])=[O:16])[CH3:14].CCN(C(C)C)C(C)C.O>CN1C(=O)CCC1.CCOC(C)=O>[Cl:1][C:2]1[N:7]=[C:6]([NH:12][C@H:13]([CH3:14])[C:15]([NH2:17])=[O:16])[CH:5]=[N:4][C:3]=1[C:9]#[N:10] |f:1.2|. Procedure: A solution of 3,5-dichloropyrazine-2-carbonitrile (150 mg, 0.862 mmol), D-alaninamide hydrochloride (107 mg, 0.858 mmol) and DIEA (0.400 mL, 2.30 mmol) in NMP (4 mL) was stirred at room temperature for 20 h. Water and EtOAc were added. Organic phase was separated, dried over Na2SO4, concentrated in vacuo to give (R)-2-(6-chloro-5-cyanopyrazin-2-ylamino)propanamide as an oil (194 mg).